The task is: describe an organic reaction: reactants, conditions, products, and yield. This data is from the Open Reaction Database (ORD), a public repository of structured organic reaction records. Starting materials: C1(CCCCC1)OCC1=CC(NC(N1)=S)=O (6-cyclohexyloxymethyl-2-thioxo-2,3-dihydro-1H-pyrimidin-4-one), IC (iodomethane), C([O-])([O-])=O.[K+].[K+] (potassium carbonate). The solvent is C1(=CC=CC=C1)C (toluene). Reaction conditions: temperature 90 celsius. The product is C1(CCCCC1)OCC1=CC(NC(=N1)SC)=O (6-cyclohexyloxymethyl-2-methylsulfanyl-3H-pyrimidin-4-one). The yield is 42.5%. Reaction SMILES: [CH:1]1([O:7][CH2:8][C:9]2[NH:14][C:13](=[S:15])[NH:12][C:11](=[O:16])[CH:10]=2)[CH2:6][CH2:5][CH2:4][CH2:3][CH2:2]1.IC.[C:19](=O)([O-])[O-].[K+].[K+]>C1(C)C=CC=CC=1>[CH:1]1([O:7][CH2:8][C:9]2[N:14]=[C:13]([S:15][CH3:19])[NH:12][C:11](=[O:16])[CH:10]=2)[CH2:2][CH2:3][CH2:4][CH2:5][CH2:6]1 |f:2.3.4|. Procedure: A mixture of 6-cyclohexyloxymethyl-2-thioxo-2,3-dihydro-1H-pyrimidin-4-one (0.2 g), toluene (5.5 mL), iodomethane (0.48 g) and potassium carbonate (0.57 g) was heated at 90° C. in a sealed tube for 16 h. The mixture was partitioned in water and ethyl acetate. The ethyl acetate layer was dried over magnesium sulfate, filtered, and evaporated. The residue was purified by column chromatography (40% ethyl acetate in hexanes) to afford 6-cyclohexyloxymethyl-2-methylsulfanyl-3H-pyrimidin-4-one (90 mg)... The reactants are BrCC1=CC=C(C=C1)C1=C(C=CC=C1)[N+](=O)[O-] (4-bromomethyl-2'-nitro-1,1'-biphenyl), C(C)(=O)[O-].[K+] (potassium acetate). Solvent: C(C)(=O)O (acetic acid). Conditions: time 1 hour. Product: [N+](=O)([O-])C1=C(C=CC=C1)C1=CC=C(C=C1)C=O (2'-nitro-1,1'-biphenyl-4-carboxaldehyde). The yield is 11.0%. RXN SMILES: Br[CH2:2][C:3]1[CH:8]=[CH:7][C:6]([C:9]2[CH:14]=[CH:13][CH:12]=[CH:11][C:10]=2[N+:15]([O-:17])=[O:16])=[CH:5][CH:4]=1.C([O-])(=[O:20])C.[K+]>C(O)(=O)C>[N+:15]([C:10]1[CH:11]=[CH:12][CH:13]=[CH:14][C:9]=1[C:6]1[CH:7]=[CH:8][C:3]([CH:2]=[O:20])=[CH:4][CH:5]=1)([O-:17])=[O:16] |f:1.2|. Procedure details: A solution of 4-bromomethyl-2'-nitro-1,1'-biphenyl (7.27 g, 24.8 mmol) in acetic acid (50 mL) was treated with potassium acetate (4.88 g, 49.1 mmol). The reaction mixture was heated at reflux for 2 hours. After cooling, the reaction mixture was filtered and the precipitate was washed with acetic acid (2×). The filtrate was evaporated under vacuum and the residue was triturated with ethyl ether. The ether layer was washed consecutively with water, saturated aqueous sodium bicarbonate (3×) and wat... The reactants are BrCC=1SC2=C(N1)C=CC=C2Cl (2-bromomethyl-7-chloro-benzothiazole), NC1=NC(=C2NC=NC2=N1)Cl (2-amino-6-chloropurine), C(=O)([O-])[O-].[Cs+].[Cs+] (Cs2CO3). Solvent: CN(C)C=O (DMF). Run at temperature 40 celsius. Yields the product ClC1=C2N=CN(C2=NC(=N1)N)CC=1SC2=C(N1)C=CC=C2Cl (6-Chloro-9-(7-chloro-benzothiazol-2-ylmethyl)-9H-purin-2-ylamine). Isolated yield 73.7%. Reaction SMILES: Br[CH2:2][C:3]1[S:4][C:5]2[C:11]([Cl:12])=[CH:10][CH:9]=[CH:8][C:6]=2[N:7]=1.[NH2:13][C:14]1[N:22]=[C:21]2[C:17]([NH:18][CH:19]=[N:20]2)=[C:16]([Cl:23])[N:15]=1.C([O-])([O-])=O.[Cs+].[Cs+]>CN(C=O)C>[Cl:23][C:16]1[N:15]=[C:14]([NH2:13])[N:22]=[C:21]2[C:17]=1[N:18]=[CH:19][N:20]2[CH2:2][C:3]1[S:4][C:5]2[C:11]([Cl:12])=[CH:10][CH:9]=[CH:8][C:6]=2[N:7]=1 |f:2.3.4|. Procedure details: A mixture of 2-bromomethyl-7-chloro-benzothiazole (60 mg, 0.2286 mmol), 2-amino-6-chloropurine (32 mg, 0.19 mmol), Cs2CO3 (67.86 mg, 0.208 mmol), and DMF (2 ml) was heated to 40° C. for 1 h. The reaction was cooled to r.t. and the solvent was removed on a rotary evaporator. The resulting solid was purified by preparative TLC to give the title compound (50 mg, 0.14 mmol). HPLC Rt: 5.81 min. 1H-NMR (CDCl3): δ 8.0 (s, 1H), 7.95 (d, 1H), 7.48 (t, 1H), 7.43 (d, 1H), 5.69 (s, 2H), 5.17 (s, 2H). Starting materials: ClC(Cl)Cl, [Ca+2], Cl, [Na+], [Na+], O=C([O-])[O-], [OH-], [OH-], O, Oc1cc(Cl)ccc1Cl. Product: O=Cc1cc(Cl)c(O)cc1Cl. As a reaction SMILES: [CH:21]([Cl:22])([Cl:23])[Cl:24].[Ca+2:11].[ClH:19].[Na+:13].[Na+:14].[O-:15][C:16](=[O:17])[O-:18].[OH-:10].[OH-:12].[OH2:20].[OH:1][c:2]1[cH:3][c:4]([Cl:5])[cH:6][cH:7][c:8]1[Cl:9]>>[OH:1][c:2]1[cH:3][c:4]([Cl:5])[c:6]([CH:16]=[O:15])[cH:7][c:8]1[Cl:9]. Reaction SMILES: [Cl:32][CH2:33][Cl:34].[ClH:29].[Na+:31].[OH-:30].[c:1]1([CH:7]([c:8]2[n:9][cH:10][cH:11][cH:12][cH:13]2)[NH:14][C:15](=[O:16])[CH:17]2[S:18][CH2:19][CH2:20][N:21]2[C:22]([O:23][C:24]([CH3:25])([CH3:26])[CH3:27])=[O:28])[cH:2][cH:3][cH:4][cH:5][cH:6]1>>[ClH:29].[c:1]1([CH:7]([c:8]2[n:9][cH:10][cH:11][cH:12][cH:13]2)[NH:14][C:15](=[O:16])[CH:17]2[S:18][CH2:19][CH2:20][NH:21]2)[cH:2][cH:3][cH:4][cH:5][cH:6]1. Reactants: ClCCl, Cl, [Na+], [OH-], CC(C)(C)OC(=O)N1CCSC1C(=O)NC(c1ccccc1)c1ccccn1. The product is Cl, O=C(NC(c1ccccc1)c1ccccn1)C1NCCS1. The reactants are Cl (HCl), BrC=1C=NN(C1C=1C=C(SC1)C(=O)O)C (4-(4-bromo-1-methyl-1H-pyrazol-5-yl)-2-thiophenecarboxylic acid), C(=O)([O-])[O-].[K+].[K+] (K2CO3), CC1(COB(OC1)C1=CC=NN1C)C (5-(5,5-dimethyl-1,3,2-dioxaborinan-2-yl)-1-methyl-1H-pyrazole), O1CCOCC1.O (dioxane H2O), CC1(COB(OC1)C1=CC=NN1C)C (5-(5,5-dimethyl-1,3,2-dioxaborinan-2-yl)-1-methyl-1H-pyrazole). Reagents/catalysts: C=1C=CC(=CC1)[P](C=2C=CC=CC2)(C=3C=CC=CC3)[Pd]([P](C=4C=CC=CC4)(C=5C=CC=CC5)C=6C=CC=CC6)([P](C=7C=CC=CC7)(C=8C=CC=CC8)C=9C=CC=CC9)[P](C=1C=CC=CC1)(C=1C=CC=CC1)C=1C=CC=CC1 (tetrakistriphenylphosphine Pd(0)), C=1C=CC(=CC1)[P](C=2C=CC=CC2)(C=3C=CC=CC3)[Pd]([P](C=4C=CC=CC4)(C=5C=CC=CC5)C=6C=CC=CC6)([P](C=7C=CC=CC7)(C=8C=CC=CC8)C=9C=CC=CC9)[P](C=1C=CC=CC1)(C=1C=CC=CC1)C=1C=CC=CC1 (tetrakistriphenylphosphine Pd(0)). Conditions: time 12 hour. Yields the product CN1N=CC(=C1C=1C=C(SC1)C(=O)O)C1=CC=CC=C1 (4-(1-methyl-4-phenyl-1H-pyrazol-5-yl)-2-thiophenecarboxylic acid). As a reaction SMILES: Br[C:2]1[CH:3]=[N:4][N:5]([CH3:15])[C:6]=1[C:7]1[CH:8]=[C:9]([C:12]([OH:14])=[O:13])[S:10][CH:11]=1.[C:16]([O-])([O-])=O.[K+].[K+].CC1(C)COB([C:29]2N(C)N=[CH:31][CH:30]=2)OC1.Cl.O1[CH2:42][CH2:41]OCC1.O>C1C=CC([P]([Pd]([P](C2C=CC=CC=2)(C2C=CC=CC=2)C2C=CC=CC=2)([P](C2C=CC=CC=2)(C2C=CC=CC=2)C2C=CC=CC=2)[P](C2C=CC=CC=2)(C2C=CC=CC=2)C2C=CC=CC=2)(C2C=CC=CC=2)C2C=CC=CC=2)=CC=1>[CH3:15][N:5]1[C:6]([C:7]2[CH:8]=[C:9]([C:12]([OH:14])=[O:13])[S:10][CH:11]=2)=[C:2]([C:29]2[CH:30]=[CH:31][CH:42]=[CH:41][CH:16]=2)[CH:3]=[N:4]1 |f:1.2.3,6.7,^1:47,49,68,87|. Procedure: To a solution of 4-(4-bromo-1-methyl-1H-pyrazol-5-yl)-2-thiophenecarboxylic acid (688 mg, 2.41 mmol) in dioxane/H2O (5:1, 12 mL) was added K2CO3 (1.3 g, 9.6 mmol), tetrakistriphenylphosphine Pd(0) (139 mg, 0.120 mmol), and 5-(5,5-dimethyl-1,3,2-dioxaborinan-2-yl)-1-methyl-1H-pyrazole (293 mg, 2.41 mmol). The reaction mixture was heated to 80° C. in a sealed tube for 2 h where additional tetrakistriphenylphosphine Pd(0) (139 mg, 0.120 mmol) and 5-(5,5-dimethyl-1,3,2-dioxaborinan-2-yl)-1-methyl-1H... Starting materials: C(C)(C)(C)OC(=O)N1C(SCC1)C(NCC(=O)C1=CC=C(C=C1)C1=CC2=CC=C(C=C2C=C1)C=1N=C(NC1)C1N(CC2(CC2)C1)C(C(C(C)C)NC(=O)OC)=O)=O (2-{2-[4-(6-{2-[5-(2-Methoxycarbonylamino-3-methyl-butyryl)-5-aza-spiro[2.4]hept-6-yl]-1H-imidazol-4-yl}-naphthalen-2-yl)-phenyl]-2-oxo-ethylcarbamoyl}-thiazolidine-3-carboxylic acid tert-butyl ester), C(C)(=O)[O-].[NH4+] (ammonium acetate). Run in m-xylenes. Conditions: temperature 135 celsius, time 45 minute. Product: C(C)(C)(C)OC(=O)N1C(SCC1)C=1NC(=CN1)C1=CC=C(C=C1)C1=CC2=CC=C(C=C2C=C1)C=1N=C(NC1)C1N(CC2(CC2)C1)C(C(C(C)C)NC(=O)OC)=O (2-{5-[4-(6-{2-[5-(2-Methoxycarbonylamino-3-methyl-butyryl)-5-aza-spiro[2.4]hept-6-yl]-1H-imidazol-4-yl}-naphthalen-2-yl)-phenyl]-1H-imidazol-2-yl}-thiazolidine-3-carboxylic acid tert-butyl ester). The yield is 44.3%. RXN SMILES: [C:1]([O:5][C:6]([N:8]1[CH2:12][CH2:11][S:10][CH:9]1[C:13](=O)[NH:14][CH2:15][C:16]([C:18]1[CH:23]=[CH:22][C:21]([C:24]2[CH:33]=[CH:32][C:31]3[C:26](=[CH:27][CH:28]=[C:29]([C:34]4[N:35]=[C:36]([CH:39]5[CH2:45][C:42]6([CH2:44][CH2:43]6)[CH2:41][N:40]5[C:46](=[O:56])[CH:47]([NH:51][C:52]([O:54][CH3:55])=[O:53])[CH:48]([CH3:50])[CH3:49])[NH:37][CH:38]=4)[CH:30]=3)[CH:25]=2)=[CH:20][CH:19]=1)=O)=[O:7])([CH3:4])([CH3:3])[CH3:2].C([O-])(=O)C.[NH4+:62]>>[C:1]([O:5][C:6]([N:8]1[CH2:12][CH2:11][S:10][CH:9]1[C:13]1[NH:62][C:16]([C:18]2[CH:19]=[CH:20][C:21]([C:24]3[CH:33]=[CH:32][C:31]4[C:26](=[CH:27][CH:28]=[C:29]([C:34]5[N:35]=[C:36]([CH:39]6[CH2:45][C:42]7([CH2:43][CH2:44]7)[CH2:41][N:40]6[C:46](=[O:56])[CH:47]([NH:51][C:52]([O:54][CH3:55])=[O:53])[CH:48]([CH3:50])[CH3:49])[NH:37][CH:38]=5)[CH:30]=4)[CH:25]=3)=[CH:22][CH:23]=2)=[CH:15][N:14]=1)=[O:7])([CH3:3])([CH3:2])[CH3:4] |f:1.2|. Reported procedure: 2-{2-[4-(6-{2-[5-(2-Methoxycarbonylamino-3-methyl-butyryl)-5-aza-spiro[2.4]hept-6-yl]-1H-imidazol-4-yl}-naphthalen-2-yl)-phenyl]-2-oxo-ethylcarbamoyl}-thiazolidine-3-carboxylic acid tert-butyl ester (350 mg, 0.44 mmol) was dissolved in m-xylenes (3.0 mL) and heated at 135° C. Solid ammonium acetate (400 mg, 9.07 mmol) was added and the reaction was stirred at 135° C. After 45 minutes, the reaction was cooled to room temperature and the volatiles were removed in vacuo. The crude reaction product ...